From a dataset of the Open Reaction Database (ORD), a public repository of structured organic reaction records. describe an organic reaction: reactants, conditions, products, and yield Reactants: FC(F)(F)c1ccc2c(n1)Nc1ccc(Br)cc1NC2, CC(C)(C)c1ccc(S(=O)(=O)Cl)cc1, CN(C)c1ccncc1, ClCCl, c1ccncc1. The product is CC(C)(C)c1ccc(S(=O)(=O)N2Cc3ccc(C(F)(F)F)nc3Nc3ccc(Br)cc32)cc1. As a reaction SMILES: [Br:1][c:2]1[cH:3][cH:4][c:5]2[c:6]([cH:20]1)[NH:7][CH2:8][c:9]1[c:10]([n:12][c:13]([C:16]([F:17])([F:18])[F:19])[cH:14][cH:15]1)[NH:11]2.[C:21]([CH3:22])([CH3:23])([CH3:24])[c:25]1[cH:26][cH:27][c:28]([S:31](=[O:32])(=[O:33])[Cl:34])[cH:29][cH:30]1.[CH3:41][N:42]([c:43]1[cH:44][cH:45][n:46][cH:47][cH:48]1)[CH3:49].[Cl:50][CH2:51][Cl:52].[cH:35]1[cH:36][cH:37][n:38][cH:39][cH:40]1>>[Br:1][c:2]1[cH:3][cH:4][c:5]2[c:6]([cH:20]1)[N:7]([S:31]([c:28]1[cH:27][cH:26][c:25]([C:21]([CH3:22])([CH3:23])[CH3:24])[cH:30][cH:29]1)(=[O:32])=[O:33])[CH2:8][c:9]1[c:10]([n:12][c:13]([C:16]([F:17])([F:18])[F:19])[cH:14][cH:15]1)[NH:11]2. The reactants are COCCOCc1nc(C(F)(F)F)ccc1C(=O)O, Cc1ccccc1, CCN(C(C)C)C(C)C, O=C1C=C(Cl)C2CCC1C2, ClCCl. Product: COCCOCc1nc(C(F)(F)F)ccc1C(=O)OC1=CC(=O)C2CCC1C2. As a reaction SMILES: [CH3:11][O:12][CH2:13][CH2:14][O:15][CH2:16][c:17]1[c:18]([C:19](=[O:20])[OH:21])[cH:22][cH:23][c:24]([C:26]([F:27])([F:28])[F:29])[n:25]1.[CH3:39][c:40]1[cH:41][cH:42][cH:43][cH:44][cH:45]1.[CH:30]([N:31]([CH:32]([CH3:33])[CH3:34])[CH2:35][CH3:36])([CH3:37])[CH3:38].[Cl:1][C:2]1=[CH:3][C:4](=[O:10])[CH:5]2[CH2:6][CH2:7][CH:8]1[CH2:9]2.[Cl:46][CH2:47][Cl:48]>>[C:2]1([O:21][C:19]([c:18]2[c:17]([CH2:16][O:15][CH2:14][CH2:13][O:12][CH3:11])[n:25][c:24]([C:26]([F:27])([F:28])[F:29])[cH:23][cH:22]2)=[O:20])=[CH:3][C:4](=[O:10])[CH:5]2[CH2:6][CH2:7][CH:8]1[CH2:9]2. Starting materials: O1C(OCC1)CC[C@@H]1CC[C@H](CC1)C1CCC(CC1)=O (4-[trans-4-[2-(1,3-dioxolan-2-yl)ethyl]cyclohexyl]cyclohexanone), [BH4-].[Na+] (sodium borohydride). The solvent is Cl (hydrochloric acid), C(C)(C)O (isopropanol), C(C)(C)O (isopropanol). Run at time 1 hour. The product is O1C(OCC1)CC[C@@H]1CC[C@H](CC1)[C@@H]1CC[C@H](CC1)O (trans-4-[trans-4-[2-(1,3-dioxolan-2-yl)ethyl]cyclohexyl]cyclohexanol). The yield is 59.6%. RXN SMILES: [BH4-].[Na+].[O:3]1[CH2:7][CH2:6][O:5][CH:4]1[CH2:8][CH2:9][C@H:10]1[CH2:15][CH2:14][C@H:13]([CH:16]2[CH2:21][CH2:20][C:19](=[O:22])[CH2:18][CH2:17]2)[CH2:12][CH2:11]1>C(O)(C)C.Cl>[O:3]1[CH2:7][CH2:6][O:5][CH:4]1[CH2:8][CH2:9][C@H:10]1[CH2:11][CH2:12][C@H:13]([C@H:16]2[CH2:21][CH2:20][C@H:19]([OH:22])[CH2:18][CH2:17]2)[CH2:14][CH2:15]1 |f:0.1|. Procedure details: A suspension of 2.97 g of sodium borohydride in 300 ml if isopropanol was treated dropwise while gassing with nitrogen at -70° C. with a solution of 11 g of 4-[trans-4-[2-(1,3-dioxolan-2-yl)ethyl]cyclohexyl]cyclohexanone in 200 ml of isopropanol. After about 1 hour the reaction mixture was left to warm to room temperature, diluted with 500 ml of 0.1 N hydrochloric acid and extracted three times with 300 ml of methylene chloride each time. The organic phases were washed with water, dried over mag... The reactants are CC(=O)O, COC(=O)C(=Cc1ccc(-c2cccc(N(C)C(=O)Nc3ccccc3)c2)cc1)OC, [Na+], C1CCOC1, [OH-]. Yields the product COC(=Cc1ccc(-c2cccc(N(C)C(=O)Nc3ccccc3)c2)cc1)C(=O)O. RXN SMILES: [CH3:34][C:35](=[O:36])[OH:37].[CH3:3][O:4][C:5]([C:6](=[O:7])[O:8][CH3:9])=[CH:10][c:11]1[cH:12][cH:13][c:14](-[c:17]2[cH:18][c:19]([N:23]([C:24](=[O:25])[NH:26][c:27]3[cH:28][cH:29][cH:30][cH:31][cH:32]3)[CH3:33])[cH:20][cH:21][cH:22]2)[cH:15][cH:16]1.[Na+:2].[O:38]1[CH2:39][CH2:40][CH2:41][CH2:42]1.[OH-:1]>>[CH3:3][O:4][C:5]([C:6](=[O:7])[OH:8])=[CH:10][c:11]1[cH:12][cH:13][c:14](-[c:17]2[cH:18][c:19]([N:23]([C:24](=[O:25])[NH:26][c:27]3[cH:28][cH:29][cH:30][cH:31][cH:32]3)[CH3:33])[cH:20][cH:21][cH:22]2)[cH:15][cH:16]1. Reaction SMILES: [C:1]([C:3]1[CH:4]=[C:5]([NH:9]/[C:10](=[C:17]2\[C:18](=[O:26])[NH:19][C:20]3[C:25]\2=[CH:24][CH:23]=[CH:22][CH:21]=3)/[C:11]2[CH:16]=[CH:15][CH:14]=[CH:13][CH:12]=2)[CH:6]=[CH:7][CH:8]=1)#[N:2].Cl.[CH3:28][NH2:29]>CO>[CH3:28][NH:29][C:1]([C:3]1[CH:4]=[C:5]([NH:9]/[C:10](=[C:17]2\[C:18](=[O:26])[NH:19][C:20]3[C:25]\2=[CH:24][CH:23]=[CH:22][CH:21]=3)/[C:11]2[CH:16]=[CH:15][CH:14]=[CH:13][CH:12]=2)[CH:6]=[CH:7][CH:8]=1)=[NH:2]. Procedure details: Prepared analogously to Example 62 from (Z)-3-[1-(3-cyanophenylamino)-1-phenyl-methylidene]-2-indolinone, methanolic hydrochloric acid and methylamine in methanol. The reactants are C(#N)C=1C=C(C=CC1)N\C(\C1=CC=CC=C1)=C\1/C(NC2=CC=CC=C12)=O ((Z)-3-[1-(3-cyanophenylamino)-1-phenyl-methylidene]-2-indolinone), Cl (hydrochloric acid), CN (methylamine). Solvent: CO (methanol). Yields the product CNC(=N)C=1C=C(C=CC1)N\C(\C1=CC=CC=C1)=C\1/C(NC2=CC=CC=C12)=O ((Z)-3-{1-[3-(N-methylcarbamimidoyl)-phenylamino]-1-phenyl-methylidene}-2-indolinone). The reactants are CC1(CCCCC1)C(=O)NC1=C(C=CC=C1)[N+](=O)[O-] (1-methyl-N-(2-nitrophenyl)cyclohexanecarboxamide), CCN(C(C)C)C(C)C (DIPEA), C1(=CC=CC=C1)C1(CCCCC1)C(=O)Cl (1-phenylcyclohexanecarbonyl chloride). Solvent: C1(=CC=CC=C1)C (toluene). Product: C1(=CC=CC=C1)C1(CCCCC1)C(=O)NC1=C(C=CC=C1)[N+](=O)[O-] (1-phenyl-N-(2-nitrophenyl)cyclohexanecarboxamide). Isolated yield 91.0%. As a reaction SMILES: [CH3:1][C:2]1([C:8]([NH:10][C:11]2[CH:16]=[CH:15][CH:14]=[CH:13][C:12]=2[N+:17]([O-:19])=[O:18])=[O:9])[CH2:7][CH2:6][CH2:5][CH2:4][CH2:3]1.[C:20]1(C2(C(Cl)=O)CCCCC2)[CH:25]=[CH:24]C=[CH:22][CH:21]=1.CCN(C(C)C)C(C)C>C1(C)C=CC=CC=1>[C:1]1([C:2]2([C:8]([NH:10][C:11]3[CH:16]=[CH:15][CH:14]=[CH:13][C:12]=3[N+:17]([O-:19])=[O:18])=[O:9])[CH2:7][CH2:6][CH2:5][CH2:4][CH2:3]2)[CH:24]=[CH:25][CH:20]=[CH:21][CH:22]=1. Procedure details: This compound was prepared following the procedure described for compound 39A in example 39, except that 1-phenylcyclohexanecarbonyl chloride (J. Am. Chem. Soc. 68, 2345-7 (1946)) was used in place of 1-methylcyclohexanecarbonyl chloride, toluene in place of CH2Cl2, DIPEA in place of triethylamine and reaction mixture was refluxed for 15 h. The crude was purified by flash chromatography (petroleum ether-EtOAc 98:2). Yield 91%. Starting materials: CCCCN1CCC(c2cc(F)ccc2C2=CC(C)(C)CC(C)(C)C2)CC1, CO, Cl. The product is CCCCN1CCC(c2cc(F)ccc2C2CC(C)(C)CC(C)(C)C2)CC1, Cl. As a reaction SMILES: [CH2:2]([CH2:3][CH2:4][CH3:5])[N:6]1[CH2:7][CH2:8][CH:9]([c:12]2[c:13]([C:19]3=[CH:20][C:21]([CH3:27])([CH3:28])[CH2:22][C:23]([CH3:25])([CH3:26])[CH2:24]3)[cH:14][cH:15][c:16]([F:18])[cH:17]2)[CH2:10][CH2:11]1.[CH3:29][OH:30].[ClH:1]>>[CH2:2]([CH2:3][CH2:4][CH3:5])[N:6]1[CH2:7][CH2:8][CH:9]([c:12]2[c:13]([CH:19]3[CH2:20][C:21]([CH3:27])([CH3:28])[CH2:22][C:23]([CH3:25])([CH3:26])[CH2:24]3)[cH:14][cH:15][c:16]([F:18])[cH:17]2)[CH2:10][CH2:11]1.[ClH:1]. Starting materials: CN1C=NC=2NC(NC(C12)=O)=O (7-Methylxanthine), N1C(=O)NC=2N=CNC2C1=O (xanthine). Yields the product N1(C)C(=O)NC=2N=CN(C)C2C1=O (paraxanthine). Reaction SMILES: [CH3:1][N:2]1[C:10]2[C:9](=[O:11])[NH:8][C:7](=[O:12])[NH:6][C:5]=2[N:4]=[CH:3]1.N1C(=O)C2NC=NC=2N[C:14]1=O>>[N:8]1([C:9](=[O:11])[C:10]2[N:2]([CH3:1])[CH:3]=[N:4][C:5]=2[NH:6][C:7]1=[O:12])[CH3:14]. Procedure details: N-Demethylation of paraxanthine by Ndm also resulted in production of formaldehyde. After 90 minutes of incubation, 338.5±7.7 μM of paraxanthine was N-demethylated by 7.4 units of Ndm and approximately 540.6±20.9 μM of formaldehyde was produced (FIG. 5). 7-Methylxanthine (126.9±6.40 μM) and xanthine (193.7±4.0 μM) were the N-demethylated products. Tallying up all the products formed from paraxanthine, it was determined that approximately one molecule of formaldehyde was produced per methyl group... Reactants: Cl, [K+], [OH-], O, OCCO, CC(=O)NCCn1ccc2c1-c1ccccc1CC2. Yields the product NCCn1ccc2c1-c1ccccc1CC2. Reaction SMILES: [ClH:23].[K+:22].[OH-:21].[OH2:20].[OH:24][CH2:25][CH2:26][OH:27].[n:1]1([CH2:14][CH2:15][NH:16][C:17](=[O:18])[CH3:19])[cH:2][cH:3][c:4]2[c:9]1-[c:8]1[c:7]([cH:13][cH:12][cH:11][cH:10]1)[CH2:6][CH2:5]2>>[n:1]1([CH2:14][CH2:15][NH2:16])[cH:2][cH:3][c:4]2[c:9]1-[c:8]1[c:7]([cH:13][cH:12][cH:11][cH:10]1)[CH2:6][CH2:5]2. The yield is 101.9%. Solvent: C(C)O (ethanol). Run at time 3.5 hour. RXN SMILES: C([O:5][C:6](=[O:43])[CH2:7][CH:8]1[C:17]2[C:12](=[C:13]([CH3:35])[C:14]([C:18]3[N:22]=[C:21]([C:23]4[CH:28]=[CH:27][C:26]([O:29][CH:30]([CH3:32])[CH3:31])=[C:25]([C:33]#[N:34])[CH:24]=4)[O:20][N:19]=3)=[CH:15][CH:16]=2)[CH2:11][CH2:10][N:9]1[C:36]([O:38][C:39]([CH3:42])([CH3:41])[CH3:40])=[O:37])CCC.[OH-].[Na+]>C(O)C>[C:33]([C:25]1[CH:24]=[C:23]([C:21]2[O:20][N:19]=[C:18]([C:14]3[C:13]([CH3:35])=[C:12]4[C:17](=[CH:16][CH:15]=3)[CH:8]([CH2:7][C:6]([OH:43])=[O:5])[N:9]([C:36]([O:38][C:39]([CH3:40])([CH3:42])[CH3:41])=[O:37])[CH2:10][CH2:11]4)[N:22]=2)[CH:28]=[CH:27][C:26]=1[O:29][CH:30]([CH3:31])[CH3:32])#[N:34] |f:1.2|. The reactants are C(CCC)OC(CC1N(CCC2=C(C(=CC=C12)C1=NOC(=N1)C1=CC(=C(C=C1)OC(C)C)C#N)C)C(=O)OC(C)(C)C)=O (1,1-dimethylethyl 1-[2-(butyloxy)-2-oxoethyl]-6-(5-{3-cyano-4-[(1-methylethyl)oxy]phenyl}-1,2,4-oxadiazol-3-yl)-5-methyl-3,4-dihydro-2(1h)-isoquinolinecarboxylate), [OH-].[Na+] (sodium hydroxide). Procedure details: To a solution of 1,1-dimethylethyl 1-[2-(butyloxy)-2-oxoethyl]-6-(5-{3-cyano-4-[(1-methylethyl)oxy]phenyl}-1,2,4-oxadiazol-3-yl)-5-methyl-3,4-dihydro-2(1h)-isoquinolinecarboxylate (Preparation 21; 41 mg, 0.070 mmol) in ethanol (2 ml) was added 2N aqueous sodium hydroxide (0.070 ml, 0.139 mmol) and the resulting mixture was stirred at room temperature for ca. 3.5 h. Most of the solvent was removed and the residue was partitioned between ether and water (with dropwise addition of 2N sodium hydroxi... The product is C(#N)C=1C=C(C=CC1OC(C)C)C1=NC(=NO1)C=1C(=C2CCN(C(C2=CC1)CC(=O)O)C(=O)OC(C)(C)C)C ((6-(5-{3-Cyano-4-[(1-methylethyl)oxy]phenyl}-1,2,4-oxadiazol-3-yl)-2-{[(1,1-dimethylethyl)oxy]carbonyl}-5-methyl-1,2,3,4-tetrahydro-1-isoquinolinyl)acetic acid).